This data is from the Open Reaction Database (ORD), a public repository of structured organic reaction records. The task is: describe an organic reaction: reactants, conditions, products, and yield Reactants: 126.9, C(C(=O)Cl)(=O)Cl (oxalyl chloride), CN(C=O)C (dimethylformamide), C(C)#N (acetonitrile), N1=CC=CC=C1 (pyridine), C(=O)(OCC1=CC=CC=C1)N1[C@H](C(=O)O)CCC1 (N-carbobenzoxy-L-proline). Run in C(C)(C)(C)O (tert.-butanol). Reaction conditions: time 15 minute. Yields the product C(C)(C)(C)OC([C@H]1N(CCC1)C(=O)OCC1=CC=CC=C1)=O (N-benzoxycarbonyl-L-proline tert.-butyl ester). Reaction SMILES: [C:1](Cl)(=O)C(Cl)=O.CN(C)C=O.C(#N)C.[C:15]([N:25]1[CH2:32][CH2:31][CH2:30][C@H:26]1[C:27]([OH:29])=[O:28])([O:17][CH2:18][C:19]1[CH:24]=[CH:23][CH:22]=[CH:21][CH:20]=1)=[O:16].N1[CH:38]=[CH:37][CH:36]=CC=1>C(O)(C)(C)C>[C:37]([O:28][C:27](=[O:29])[C@@H:26]1[CH2:30][CH2:31][CH2:32][N:25]1[C:15]([O:17][CH2:18][C:19]1[CH:24]=[CH:23][CH:22]=[CH:21][CH:20]=1)=[O:16])([CH3:36])([CH3:38])[CH3:1]. Procedure details: 126.9 (1 mol) of oxalyl chloride is added dropwise over 15 minutes to a stirred mixture of 200 ml absolute dimethylformamide and 500 ml absolute acetonitrile cooled to -20°. The solution is stirred for a further 15 minutes at -20° and then 249 g (1 mol) N-carbobenzoxy-L-proline is added. After 15 minutes of stirring, the mixture is treated dropwise with a mixture of 250 ml of absolute tert.-butanol and 200 ml absolute pyridine at such a rate that the temperature of the mixture does not rise abov... Procedure details: Methyl (2R)-{[4′-Methoxy-(1,1′-biphenyl)-4-yl]-sulfonyl}-amino-(3S)-benzyl-oxy-5-phenyl-pent-4-ynoate: The starting sulfonamide 65e (927 mg, 1.75 mmol) and 4-methoxyphenylboronic acid (400 mg, 2.63 mmol) are taken up in 25 mL of benzene, 1.5 mL of EtOH and 1.5 mL of water in the presence of Pd(PPh3)4 (61 mg, 0.05 mmol) and 371 mg of Na2CO3 and brought to reflux for 4 hr. The mixture is cooled to room temperature, poured into water, and extracted with methylene chloride. The organic layer is drie... The reactants are COC1=CC=C(C=C1)C1=CC=C(C=C1)S(=O)(=O)[C@H]([C@@](C(=O)OC)(OCC1=CC=CC=C1)N)C#CC1=CC=CC=C1 (Methyl (2R)-{[4′-Methoxy-(1,1′-biphenyl)-4-yl]-sulfonyl}-amino-(3S)-benzyl-oxy-5-phenyl-pent-4-ynoate), C(=O)([O-])[O-].[Na+].[Na+] (Na2CO3), CCO (EtOH), sulfonamide, COC1=CC=C(C=C1)B(O)O (4-methoxyphenylboronic acid). Solvent: O (water), O (water), C1=CC=CC=C1 (benzene). Reagents/catalysts: C=1C=CC(=CC1)[P](C=2C=CC=CC2)(C=3C=CC=CC3)[Pd]([P](C=4C=CC=CC4)(C=5C=CC=CC5)C=6C=CC=CC6)([P](C=7C=CC=CC7)(C=8C=CC=CC8)C=9C=CC=CC9)[P](C=1C=CC=CC1)(C=1C=CC=CC1)C=1C=CC=CC1 (Pd(PPh3)4). As a reaction SMILES: [CH3:1][O:2][C:3]1[CH:8]=[CH:7][C:6]([C:9]2[CH:14]=[CH:13][C:12]([S:15]([C@@H:18]([C:33]#[C:34][C:35]3[CH:40]=[CH:39][CH:38]=[CH:37][CH:36]=3)[C@:19]([NH2:32])([O:24][CH2:25][C:26]3[CH:31]=[CH:30][CH:29]=[CH:28][CH:27]=3)[C:20]([O:22]C)=[O:21])(=[O:17])=[O:16])=[CH:11][CH:10]=2)=[CH:5][CH:4]=1.COC1C=CC(B(O)O)=CC=1.CCO.C([O-])([O-])=O.[Na+].[Na+]>C1C=CC=CC=1.C1C=CC([P]([Pd]([P](C2C=CC=CC=2)(C2C=CC=CC=2)C2C=CC=CC=2)([P](C2C=CC=CC=2)(C2C=CC=CC=2)C2C=CC=CC=2)[P](C2C=CC=CC=2)(C2C=CC=CC=2)C2C=CC=CC=2)(C2C=CC=CC=2)C2C=CC=CC=2)=CC=1.O>[CH3:1][O:2][C:3]1[CH:4]=[CH:5][C:6]([C:9]2[CH:10]=[CH:11][C:12]([S:15]([C@@H:18]([C:33]#[C:34][C:35]3[CH:36]=[CH:37][CH:38]=[CH:39][CH:40]=3)[C@:19]([NH2:32])([O:24][CH2:25][C:26]3[CH:27]=[CH:28][CH:29]=[CH:30][CH:31]=3)[C:20]([OH:22])=[O:21])(=[O:16])=[O:17])=[CH:13][CH:14]=2)=[CH:7][CH:8]=1 |f:3.4.5,^1:70,72,91,110|. Product: COC1=CC=C(C=C1)C1=CC=C(C=C1)S(=O)(=O)[C@H]([C@@](C(=O)O)(OCC1=CC=CC=C1)N)C#CC1=CC=CC=C1 ((2R)-{[4′-Methoxy-(1,1′-biphenyl)-4-yl]-sulfonyl}-amino-(3S)-benzyloxy-5-phenylpent-4-ynoic acid). Starting materials: CC(NC(=O)c1ccc(-n2nc(CNC(=O)OC(C)(C)C)c3c2CCC3)c(C(F)(F)F)c1)c1nc2cc(Cl)ccc2[nH]1, CO, Cl, ClCCl, O=C(O)C(F)(F)F. The product is CC(NC(=O)c1ccc(-n2nc(CN)c3c2CCC3)c(C(F)(F)F)c1)c1nc2cc(Cl)ccc2[nH]1. RXN SMILES: [C:1]([O:2][C:3](=[O:4])[NH:8][CH2:9][c:10]1[n:11][n:12](-[c:18]2[c:19]([C:39]([F:40])([F:41])[F:42])[cH:20][c:21]([C:22](=[O:23])[NH:24][CH:25]([CH3:26])[c:27]3[n:28][c:29]4[c:30]([nH:31]3)[cH:32][cH:33][c:34]([Cl:36])[cH:35]4)[cH:37][cH:38]2)[c:13]2[c:14]1[CH2:15][CH2:16][CH2:17]2)([CH3:5])([CH3:6])[CH3:7].[CH3:51][OH:52].[Cl:50].[Cl:53][CH2:54][Cl:55].[OH:43][C:44]([C:45]([F:46])([F:47])[F:48])=[O:49]>>[NH2:8][CH2:9][c:10]1[n:11][n:12](-[c:18]2[c:19]([C:39]([F:40])([F:41])[F:42])[cH:20][c:21]([C:22](=[O:23])[NH:24][CH:25]([CH3:26])[c:27]3[n:28][c:29]4[c:30]([nH:31]3)[cH:32][cH:33][c:34]([Cl:36])[cH:35]4)[cH:37][cH:38]2)[c:13]2[c:14]1[CH2:15][CH2:16][CH2:17]2. Reactants: COC1=CC=C(C=C1)CCCCN1C=NC=C1 (1-[4-(4-methoxy-phenyl)-butyl]-1H-imidazole), Br (hydrobromic acid), [OH-].[Na+] (NaOH). Run at temperature 0 celsius. Product: N1(C=NC=C1)CCCCC1=CC=C(C=C1)O (4-(4-Imidazol-1-yl-butyl)-phenol). RXN SMILES: C[O:2][C:3]1[CH:8]=[CH:7][C:6]([CH2:9][CH2:10][CH2:11][CH2:12][N:13]2[CH:17]=[CH:16][N:15]=[CH:14]2)=[CH:5][CH:4]=1.Br.[OH-].[Na+]>>[N:13]1([CH2:12][CH2:11][CH2:10][CH2:9][C:6]2[CH:5]=[CH:4][C:3]([OH:2])=[CH:8][CH:7]=2)[CH:17]=[CH:16][N:15]=[CH:14]1 |f:2.3|. Procedure details: 1.90 g (8.25 mmol) 1-[4-(4-methoxy-phenyl)-butyl]-1H-imidazole and 28 ml (247 mmol) 48% aqueous hydrobromic acid were stirred at 80° C. for 10 h. The mixture was cooled to 0° C., 23 ml of 4 N NaOH added, extracted with toluene and the aqueous phase adjusted to pH=6.3 by addition of 6 N HCl. The resulting precipitate was isolated, washed with ethyl acetate/n-heptane 2:1 and dried. 1.2 g (67%) slightly yellow powder. The reactants are C(CCCC)N1C(=O)C(=O)C2=CC=C(C=C12)OC (1-pentyl-6-methoxy-isatin), C(C1=CC=CC=C1)(=O)NN (benzhydrazide). Product: COC1=CC=C2/C(/C(N(C2=C1)CCCCC)=O)=N/NC(C1=CC=CC=C1)=O (N′-[(3Z)-6-methoxy-1-pentyl-2-oxo-1,2-dihydro-3H-indol-3-ylidene]benzohydrazide). RXN SMILES: [CH2:1]([N:6]1[C:16]2[C:11](=[CH:12][CH:13]=[C:14]([O:17][CH3:18])[CH:15]=2)[C:9](=O)[C:7]1=[O:8])[CH2:2][CH2:3][CH2:4][CH3:5].[C:19]([NH:27][NH2:28])(=[O:26])[C:20]1[CH:25]=[CH:24][CH:23]=[CH:22][CH:21]=1>>[CH3:18][O:17][C:14]1[CH:15]=[C:16]2[C:11](/[C:9](=[N:28]/[NH:27][C:19](=[O:26])[C:20]3[CH:25]=[CH:24][CH:23]=[CH:22][CH:21]=3)/[C:7](=[O:8])[N:6]2[CH2:1][CH2:2][CH2:3][CH2:4][CH3:5])=[CH:12][CH:13]=1. Procedure details: The title compound was prepared as a yellow solid, using 1-pentyl-6-methoxy-isatin and benzhydrazide according to the synthetic method E. NMR (CDCl3): δ 0.91 (t, 3H), 1.36 to 1.39 (m, 4H), 1.69-1.75 (m, 2H), 3.73 (t, 2H), 3.87 (s, 3H), 6.44 (d, 1H), 6.64 (dd, 1H), 7.51 (t, 2H), 7.59 (t, 1H), 7.80 (d, 1H), 8.00 (d, 1H), 13.98 (br s, 1H). The reactants are CC(C)SC1=CC=C(C=C1)B(O)O ({4-[(1-methylethyl)thio]phenyl}boronic acid), BrC1=CC=C(C=C1)OCC1CCN(CC1)C1=NC(=NO1)C(C)C (4-{[(4-bromophenyl)oxy]methyl}-1-[3-(1-methylethyl)-1,2,4-oxadiazol-5-yl]piperidine), C(=O)([O-])[O-].[Na+].[Na+] (Na2CO3). The reagents and catalysts are Cl[Pd]([P](C1=CC=CC=C1)(C2=CC=CC=C2)C3=CC=CC=C3)([P](C4=CC=CC=C4)(C5=CC=CC=C5)C6=CC=CC=C6)Cl (Pd(PPh3)2Cl2). Solvent: COCCOC (DME). The product is CC(C)C1=NOC(=N1)N1CCC(CC1)COC1=CC=C(C=C1)C1=CC=C(C=C1)SC(C)C (1-[3-(1-Methylethyl)-1,2,4-oxadiazol-5-yl]-4-[({4′-[(1-methylethyl)thio]-4-biphenylyl}oxy)methyl]piperidine). Isolated yield 5.2%. As a reaction SMILES: [CH3:1][CH:2]([S:4][C:5]1[CH:10]=[CH:9][C:8](B(O)O)=[CH:7][CH:6]=1)[CH3:3].Br[C:15]1[CH:20]=[CH:19][C:18]([O:21][CH2:22][CH:23]2[CH2:28][CH2:27][N:26]([C:29]3[O:33][N:32]=[C:31]([CH:34]([CH3:36])[CH3:35])[N:30]=3)[CH2:25][CH2:24]2)=[CH:17][CH:16]=1.C([O-])([O-])=O.[Na+].[Na+]>Cl[Pd](Cl)([P](C1C=CC=CC=1)(C1C=CC=CC=1)C1C=CC=CC=1)[P](C1C=CC=CC=1)(C1C=CC=CC=1)C1C=CC=CC=1.COCCOC>[CH3:36][CH:34]([C:31]1[N:30]=[C:29]([N:26]2[CH2:25][CH2:24][CH:23]([CH2:22][O:21][C:18]3[CH:17]=[CH:16][C:15]([C:8]4[CH:9]=[CH:10][C:5]([S:4][CH:2]([CH3:3])[CH3:1])=[CH:6][CH:7]=4)=[CH:20][CH:19]=3)[CH2:28][CH2:27]2)[O:33][N:32]=1)[CH3:35] |f:2.3.4,^1:45,64|. Procedure: 1-[3-(1-Methylethyl)-1,2,4-oxadiazol-5-yl]-4-[({4′-[(1-methylethyl)thio]-4-biphenylyl}oxy)methyl]piperidine (20 mg, 5%) was prepared as a white solid from {4-[(1-methylethyl)thio]phenyl}boronic acid (167 mg, 0.85 mmol), 4-{[(4-bromophenyl)oxy]methyl}-1-[3-(1-methylethyl)-1,2,4-oxadiazol-5-yl]piperidine (322 mg, 0.85 mmol), Pd(PPh3)2Cl2 (50 mg, 0.07 mmol), 2M Na2CO3 (5 mL) and DME (5 mL) in a manner similar to Example 21, Step 3. 1H NMR (400 MHz, CDCl3): δ 7.57-7.39 (m, 6H), 6.94 (d, 2H, J=8.9 Hz... Reactants: O=[N+]([O-])c1cccc2cncc(Cl)c12, Cl, [Na+], [OH-], O, O, Cl[Sn]Cl. Yields the product Nc1cccc2cncc(Cl)c12. Reaction SMILES: [Cl:6][c:7]1[cH:8][n:9][cH:10][c:11]2[cH:12][cH:13][cH:14][c:15]([N+:17]([O-:18])=[O:19])[c:16]12.[ClH:22].[Na+:21].[OH-:20].[OH2:1].[OH2:2].[Sn:3]([Cl:4])[Cl:5]>>[Cl:6][c:7]1[cH:8][n:9][cH:10][c:11]2[cH:12][cH:13][cH:14][c:15]([NH2:17])[c:16]12.